From a dataset of the Open Reaction Database (ORD), a public repository of structured organic reaction records. describe an organic reaction: reactants, conditions, products, and yield Reactants: FC1=C(C=O)C=CC(=C1OC)OC (2-fluoroveratraldehyde), B(Br)(Br)Br (boron tribromide). Yields the product FC1=C(C=O)C=CC(=C1O)O (2-fluoroprotocatechualdehyde). Reaction SMILES: [F:1][C:2]1[C:9]([O:10]C)=[C:8]([O:12]C)[CH:7]=[CH:6][C:3]=1[CH:4]=[O:5].B(Br)(Br)Br>>[F:1][C:2]1[C:9]([OH:10])=[C:8]([OH:12])[CH:7]=[CH:6][C:3]=1[CH:4]=[O:5]. Procedure details: As outlined in Example 6, 2-fluoroveratraldehyde is treated with boron tribromide to give 2-fluoroprotocatechualdehyde which is dibenzylated to 3,4-dibenzyloxy-2-fluorobenzaldehyde. Reactants: NN1C(CCCC1C)C (1-amino-2,6-dimethylpiperidine), ClC1=CC=C(C=C1)C1=CC(=NN1C1=C(C=C(C=C1)Cl)Cl)C(=O)Cl (5-(4-chlorophenyl)-1-(2,4-dichlorophenyl)pyrazole-3-carboxylic acid chloride). The product is Cl.CC1N(C(CCC1)C)NC(=O)C1=NN(C(=C1)C1=CC=C(C=C1)Cl)C1=C(C=C(C=C1)Cl)Cl (N-(2,6-Dimethylpiperidin-1-yl)-5-(4-chlorophenyl)-1-(2,4-dichlorophenyl)pyrazole-3-carboxamide hydrochloride). Reaction SMILES: [NH2:1][N:2]1[CH:7]([CH3:8])[CH2:6][CH2:5][CH2:4][CH:3]1[CH3:9].[Cl:10][C:11]1[CH:16]=[CH:15][C:14]([C:17]2[N:21]([C:22]3[CH:27]=[CH:26][C:25]([Cl:28])=[CH:24][C:23]=3[Cl:29])[N:20]=[C:19]([C:30](Cl)=[O:31])[CH:18]=2)=[CH:13][CH:12]=1>>[ClH:10].[CH3:9][CH:3]1[CH2:4][CH2:5][CH2:6][CH:7]([CH3:8])[N:2]1[NH:1][C:30]([C:19]1[CH:18]=[C:17]([C:14]2[CH:13]=[CH:12][C:11]([Cl:10])=[CH:16][CH:15]=2)[N:21]([C:22]2[CH:27]=[CH:26][C:25]([Cl:28])=[CH:24][C:23]=2[Cl:29])[N:20]=1)=[O:31] |f:2.3|. Procedure details: This compound is prepared by the procedure described in EXAMPLE 1 starting from 1-amino-2,6-dimethylpiperidine and 5-(4-chlorophenyl)-1-(2,4-dichlorophenyl)pyrazole-3-carboxylic acid chloride. M.p.=195° C. Product: Nc1c(F)cc(F)cc1N1CCOCC1. As a reaction SMILES: [ClH:1].[F:2][c:3]1[c:4]([N+:16]([O-:17])=[O:18])[c:5]([N:10]2[CH2:11][CH2:12][O:13][CH2:14][CH2:15]2)[cH:6][c:7]([F:9])[cH:8]1.[O:19]1[CH2:20][CH2:21][CH2:22][CH2:23]1.[Zn:24]>>[F:2][c:3]1[c:4]([NH2:16])[c:5]([N:10]2[CH2:11][CH2:12][O:13][CH2:14][CH2:15]2)[cH:6][c:7]([F:9])[cH:8]1. The reactants are Cl, O=[N+]([O-])c1c(F)cc(F)cc1N1CCOCC1, C1CCOC1, [Zn]. Reactants: C(CCC)C=1NC=CN1 (2-butyl imidazole), CC(C)([O-])C.[K+] (potassium tert-butoxide), BrCC1=C(C=CC=C1)C1=CC=CC=C1 (bromomethyl biphenyl). The solvent is CN(C)C=O (DMF). Run at time 15 minute. The product is N1C=NC=C1.C1(=CC=CC=C1)C1=CC=CC=C1 (biphenyl imidazole). Yield: 98.8%. As a reaction SMILES: C([C:5]1[NH:6][CH:7]=[CH:8][N:9]=1)CCC.CC(C)([O-])C.[K+].BrC[C:18]1[CH:23]=[CH:22][CH:21]=[CH:20][C:19]=1[C:24]1[CH:29]=[CH:28][CH:27]=[CH:26][CH:25]=1>CN(C=O)C>[NH:6]1[CH:7]=[CH:8][N:9]=[CH:5]1.[C:19]1([C:24]2[CH:25]=[CH:26][CH:27]=[CH:28][CH:29]=2)[CH:20]=[CH:21][CH:22]=[CH:23][CH:18]=1 |f:1.2,5.6|. Procedure details: To a solution of 4.07 g (32.8 mmol) of 2-butylimidazole (obtained from step 1) in 110 mL of DMF was added 44.3 mL (44.3 mmol) of potassium tert-butoxide (1M in THF), and the resulting solution was stirred at room temperature for 15 min. To the dark brown mixture was added 20.1 g (36.1 mmol) of the bromomethyl biphenyl. The reaction mixture was stirred at room temperature for 16 h, and concentrated in vacuo. The residue was dissolved in chloroform and washed with water. The aqueous layer was extr... Starting materials: Cl (Hydrochloric acid), CN1C2=C(C=3C=CC=CC13)C(NCC2)=O (2,3,4,5-tetrahydro-5-methyl-1H-pyrido[4,3-b]indol-1-one), [H-].[Na+] (sodium hydride), ClCC=1N=CN(C1C)C(C1=CC=CC=C1)(C1=CC=CC=C1)C1=CC=CC=C1 (4-(Chloromethyl)-5-methyl-1-(triphenylmethyl)-1H-imidazole), [OH-].[Na+] (sodium hydroxide). Run in O (water), COCCOC (DME). Run at time 6 hour. The product is CN1C2=C(C=3C=CC=CC13)C(N(CC2)CC=2N=CNC2C)=O (2,3,4,5-Tetrahydro-5-methyl-2-[(5-methyl-1H-imidazol-4-yl)methyl]-1H-pyrido[4,3-b]indol-1-one). Isolated yield 94.1%. RXN SMILES: [CH3:1][N:2]1[C:10]2[CH:9]=[CH:8][CH:7]=[CH:6][C:5]=2[C:4]2[C:11](=[O:15])[NH:12][CH2:13][CH2:14][C:3]1=2.[H-].[Na+].Cl[CH2:19][C:20]1[N:21]=[CH:22][N:23](C(C2C=CC=CC=2)(C2C=CC=CC=2)C2C=CC=CC=2)[C:24]=1[CH3:25].Cl.[OH-].[Na+]>COCCOC.O>[CH3:1][N:2]1[C:10]2[CH:9]=[CH:8][CH:7]=[CH:6][C:5]=2[C:4]2[C:11](=[O:15])[N:12]([CH2:19][C:20]3[N:21]=[CH:22][NH:23][C:24]=3[CH3:25])[CH2:13][CH2:14][C:3]1=2 |f:1.2,5.6|. Reported procedure: A suspension of 2,3,4,5-tetrahydro-5-methyl-1H-pyrido[4,3-b]indol-1-one (400 mg) in dry DME (50 ml) was treated with sodium hydride (60% dispersion in oil; 100 mg), and the mixture was stirred at 60° under nitrogen for 6 h. 4-(Chloromethyl)-5-methyl-1-(triphenylmethyl)-1H-imidazole (474 mg) was added and the reaction mixture was stirred at 60° under nitrogen overnight. 2N Hydrochloric acid (10 ml) and water (10 ml) were then added, and the mixture was heated at reflux for 6 h. After cooling, the...